The task is: describe an organic reaction: reactants, conditions, products, and yield. This data is from the Open Reaction Database (ORD), a public repository of structured organic reaction records. Reactants: COC(=O)C(CCOc1ccccc1)NC(=O)OC(C)(C)C, ClCCl, O=C(O)C(F)(F)F. Product: COC(=O)C(N)CCOc1ccccc1. RXN SMILES: [CH3:1][O:2][C:3]([CH:4]([CH2:5][CH2:6][O:7][c:8]1[cH:9][cH:10][cH:11][cH:12][cH:13]1)[NH:14][C:15]([O:16][C:17]([CH3:18])([CH3:19])[CH3:20])=[O:21])=[O:22].[Cl:30][CH2:31][Cl:32].[OH:23][C:24]([C:25]([F:26])([F:27])[F:28])=[O:29]>>[CH3:1][O:2][C:3]([CH:4]([CH2:5][CH2:6][O:7][c:8]1[cH:9][cH:10][cH:11][cH:12][cH:13]1)[NH2:14])=[O:22]. Yields the product CC(C)(C)OC(=O)N1CC(CO)CC(C2CCCCC2)C1. As a reaction SMILES: [BH3:26].[C:1]([CH3:2])([CH3:3])([CH3:4])[O:5][C:6](=[O:7])[N:8]1[CH2:9][CH:10]([C:20](=[O:21])[OH:22])[CH2:11][CH:12]([CH:14]2[CH2:15][CH2:16][CH2:17][CH2:18][CH2:19]2)[CH2:13]1.[CH2:27]1[O:28][CH2:29][CH2:30][CH2:31]1.[CH3:23][S:24][CH3:25]>>[C:1]([CH3:2])([CH3:3])([CH3:4])[O:5][C:6](=[O:7])[N:8]1[CH2:9][CH:10]([CH2:20][OH:21])[CH2:11][CH:12]([CH:14]2[CH2:15][CH2:16][CH2:17][CH2:18][CH2:19]2)[CH2:13]1. The reactants are B, CC(C)(C)OC(=O)N1CC(C(=O)O)CC(C2CCCCC2)C1, C1CCOC1, CSC. Starting materials: ClC1=CC=C(C=C1)C1=NC2=CC=CC=C2C(=N1)C(=O)O (2-(4-chlorophenyl)quinazoline-4-carboxylic acid), Cl.OC1=C2CCNCC2=CC=C1N(C)C (5-hydroxy-6-dimethylamino-1,2,3,4-tetrahydroisoquinoline hydrochloride). Product: ClC1=CC=C(C=C1)C1=NC2=CC=CC=C2C(=N1)C(=O)N1CC2=CC=C(C(=C2CC1)O)N(C)C (2-[[2-(4-chlorophenyl)quinazolin-4-yl]carbonyl]-5-hydroxy-6-dimethylamino-1,2,3,4-tetrahydroisoquinoline). Yield: 8.0%. RXN SMILES: [Cl:1][C:2]1[CH:7]=[CH:6][C:5]([C:8]2[N:17]=[C:16]([C:18]([OH:20])=O)[C:15]3[C:10](=[CH:11][CH:12]=[CH:13][CH:14]=3)[N:9]=2)=[CH:4][CH:3]=1.Cl.[OH:22][C:23]1[C:32]([N:33]([CH3:35])[CH3:34])=[CH:31][CH:30]=[C:29]2[C:24]=1[CH2:25][CH2:26][NH:27][CH2:28]2>>[Cl:1][C:2]1[CH:7]=[CH:6][C:5]([C:8]2[N:17]=[C:16]([C:18]([N:27]3[CH2:26][CH2:25][C:24]4[C:29](=[CH:30][CH:31]=[C:32]([N:33]([CH3:35])[CH3:34])[C:23]=4[OH:22])[CH2:28]3)=[O:20])[C:15]3[C:10](=[CH:11][CH:12]=[CH:13][CH:14]=3)[N:9]=2)=[CH:4][CH:3]=1 |f:1.2|. Procedure details: Reaction of 2-(4-chlorophenyl)quinazoline-4-carboxylic acid with 5-hydroxy-6-dimethylamino-1,2,3,4-tetrahydroisoquinoline hydrochloride gave compound 30 (8% yield) as a brown solid. 1H NMR (300 MHz, CDCl3) δ 2.74-3.10 (m, 8H), 3.58 and 4.21 (2t, 2H), 4.48 and 5.10 (2s, 2H), 6.34 and 6.88 (2d, 1H), 6.96 and 7.17 (2d, 1H), 7.48-8.16 (m, 7H), 8.57-8.62 (m, 2H); MS (ESI) m/z 459 ([M+H]+).